From a dataset of the Open Reaction Database (ORD), a public repository of structured organic reaction records. describe an organic reaction: reactants, conditions, products, and yield The reactants are [BH3-]C#N, CCOC(=O)c1ccc(Br)c(C=O)c1, CC(=O)O, CCO, NCc1ccccc1, [Na+]. Product: CCOC(=O)c1ccc(Br)c(CNCc2ccccc2)c1. Reaction SMILES: [C:23]([BH3-:24])#[N:25].[CH2:1]([CH3:2])[O:3][C:4]([c:5]1[cH:6][c:7]([CH:12]=[O:13])[c:8]([Br:11])[cH:9][cH:10]1)=[O:14].[CH3:27][C:28](=[O:29])[OH:30].[CH3:31][CH2:32][OH:33].[NH2:15][CH2:16][c:17]1[cH:18][cH:19][cH:20][cH:21][cH:22]1.[Na+:26]>>[CH2:1]([CH3:2])[O:3][C:4]([c:5]1[cH:6][c:7]([CH2:12][NH:15][CH2:16][c:17]2[cH:18][cH:19][cH:20][cH:21][cH:22]2)[c:8]([Br:11])[cH:9][cH:10]1)=[O:14]. Starting materials: C(C)(C)(C)OC(=O)N1CCC(CC1)C(=O)N1[C@H](CNCC1)C ((S)-1-[1-(tert-Butoxycarbonyl)-piperidine-4-carbonyl]-2-methylpiperazine), IC(C)C (2-iodopropane), C([O-])([O-])=O.[K+].[K+] (potassium carbonate). The solvent is C(C)#N (acetonitrile). The product is C(C)(C)N1C[C@@H](N(CC1)C(=O)C1CCN(CC1)C(=O)OC(C)(C)C)C ((S)-1-Isopropyl-4-[1-(tert-butoxycarbonyl)-piperidine-4-carbonyl]-3-methylpiperazine). As a reaction SMILES: [C:1]([O:5][C:6]([N:8]1[CH2:13][CH2:12][CH:11]([C:14]([N:16]2[CH2:21][CH2:20][NH:19][CH2:18][C@@H:17]2[CH3:22])=[O:15])[CH2:10][CH2:9]1)=[O:7])([CH3:4])([CH3:3])[CH3:2].I[CH:24]([CH3:26])[CH3:25].C(=O)([O-])[O-].[K+].[K+]>C(#N)C>[CH:24]([N:19]1[CH2:20][CH2:21][N:16]([C:14]([CH:11]2[CH2:10][CH2:9][N:8]([C:6]([O:5][C:1]([CH3:4])([CH3:2])[CH3:3])=[O:7])[CH2:13][CH2:12]2)=[O:15])[C@@H:17]([CH3:22])[CH2:18]1)([CH3:26])[CH3:25] |f:2.3.4|. Procedure details: (S)-1-[1-(tert-Butoxycarbonyl)-piperidine-4-carbonyl]-2-methylpiperazine (D21)(0.13 g), 2-iodopropane (0.08 ml) and potassium carbonate (0.1 g) in acetonitrile (2 ml) were heated at 120° C. in an Emerys Optimiser microwave for 45 min. The mixture was then filtered and evaporated. The crude product was redissolved in DCM (30 ml) and washed with saturated sodium hydrogen carbonate solution (3×20 ml) and brine (20 ml). The organic layer was dried (MgSO4) and evaporated to give the title compound (D... Reactants: O=C1CCC(=O)N1Br, ClC(Cl)(Cl)Cl, C=C(C)C(F)(F)CCCCCCCCCCCCCCCC. Yields the product C=C(CBr)C(F)(F)CCCCCCCCCCCCCCCC. Reaction SMILES: [Br:23][N:24]1[C:25](=[O:26])[CH2:27][CH2:28][C:29]1=[O:30].[C:31]([Cl:32])([Cl:33])([Cl:34])[Cl:35].[F:1][C:2]([C:3](=[CH2:4])[CH3:5])([CH2:6][CH2:7][CH2:8][CH2:9][CH2:10][CH2:11][CH2:12][CH2:13][CH2:14][CH2:15][CH2:16][CH2:17][CH2:18][CH2:19][CH2:20][CH3:21])[F:22]>>[F:1][C:2]([C:3]([CH2:4][Br:23])=[CH2:5])([CH2:6][CH2:7][CH2:8][CH2:9][CH2:10][CH2:11][CH2:12][CH2:13][CH2:14][CH2:15][CH2:16][CH2:17][CH2:18][CH2:19][CH2:20][CH3:21])[F:22]. The reactants are C(C1=CC=CC=C1)OC=1C=C(N)C=CC1 (3-benzyloxyaniline), C([O-])(O)=O.[Na+] (sodium bicarbonate), CCOCC (ether). The solvent is ClCC(=O)OC (methyl chloroacetate). Run at time 16 hour. Yields the product COC(CNC1=CC(=CC=C1)OCC1=CC=CC=C1)=O (N-[3-(Phenylmethoxy)phenyl]glycine methyl ester). RXN SMILES: [CH2:1]([O:8][C:9]1[CH:10]=[C:11]([CH:13]=[CH:14][CH:15]=1)[NH2:12])[C:2]1[CH:7]=[CH:6][CH:5]=[CH:4][CH:3]=1.C(=O)(O)[O-:17].[Na+].[CH3:21][CH2:22][O:23][CH2:24]C>ClCC(OC)=O>[CH3:24][O:23][C:22](=[O:17])[CH2:21][NH:12][C:11]1[CH:13]=[CH:14][CH:15]=[C:9]([O:8][CH2:1][C:2]2[CH:3]=[CH:4][CH:5]=[CH:6][CH:7]=2)[CH:10]=1 |f:1.2|. Reported procedure: A suspension of 3-benzyloxyaniline (69.0 g) and sodium bicarbonate (58.1 g) in methyl chloroacetate (45.4 ml) was stirred at 80°-90° under nitrogen for 16 h. The resultant solid was poured into ether (400 ml) and the suspension was filtered. The collected solid was partitioned between water (400 ml) and dichloromethane (200 ml). The organic layer was separated and the aqueous layer was extracted with dichloromethane (2×200 ml). The combined organic extracts were dried and concentrated to give th... Starting materials: O=Cc1c(F)cccc1Cl, [K+], N, O=[N+]([O-])[O-], O=S(=O)(O)O. Product: O=Cc1c(F)ccc([N+](=O)[O-])c1Cl. Reaction SMILES: [Cl:6][c:7]1[c:8]([CH:9]=[O:10])[c:11]([F:15])[cH:12][cH:13][cH:14]1.[K+:1].[NH3:16].[O-:2][N+:3]([O-:4])=[O:5].[S:17](=[O:18])(=[O:19])([OH:20])[OH:21]>>[O-:2][N+:3](=[O:5])[c:14]1[c:7]([Cl:6])[c:8]([CH:9]=[O:10])[c:11]([F:15])[cH:12][cH:13]1. Reactants: C1=CC(=CC=C1C(CCCN2CCC3=C(C=4C=C(C=CC4N3C=5C=CC(=CC5)F)F)C2)O)F (flutroline), FC1=CC=C(C=C1)NN (p-Fluorophenylhydrazine), C(=O)(OCC)N1CCC(CC1)=O (N-carbethoxy-4-piperidone). Yields the product FC1=CC=2C3=C(NC2C=C1)CCN(C3)C(=O)OCC (8-fluoro-2-carbethoxy-2,3,4,5-tetrahydro-1H-pyrido[4,3-b]indole). As a reaction SMILES: C1C(C(O)CCCN2CC3C4C=C(F)C=CC=4N(C4C=CC(F)=CC=4)C=3CC2)=CC=C(F)C=1.[F:34][C:35]1[CH:40]=[CH:39][C:38]([NH:41]N)=[CH:37][CH:36]=1.[C:43]([N:48]1[CH2:53][CH2:52][C:51](=O)[CH2:50][CH2:49]1)([O:45][CH2:46][CH3:47])=[O:44]>>[F:34][C:35]1[CH:40]=[CH:39][C:38]2[NH:41][C:51]3[CH2:52][CH2:53][N:48]([C:43]([O:45][CH2:46][CH3:47])=[O:44])[CH2:49][C:50]=3[C:37]=2[CH:36]=1. Reported procedure: Plattner et al. and Harbert et al. also describe the earliest synthesis of flutroline: p-Fluorophenylhydrazine is condensed with N-carbethoxy-4-piperidone to form 8-fluoro-2-carbethoxy-2,3,4,5-tetrahydro-1H-pyrido[4,3-b]indole. By the Ullman reaction the latter is arylated to form the 5-(p-fluorophenyl) derivative and then hydrolyzed under vigorous basic conditions to yield 8-fluoro-5-(p-fluorophenyl)-2,3,4,5-tetrahydro-1H-pyrido[4,3-b]indole. The synthesis of flutroline is completed by 2-alkyla... The reactants are O=C1NN=C(C2=CC=CC=C12)OC=1C=C(C(=O)OCC)C=CC1 (ethyl 3-((4-oxo-3,4-dihydrophthalazin-1-yl)oxy)benzoate), Cl (hydrochloric acid). Solvent: [OH-].[K+] (potassium hydroxide). Run at time 2 hour. Product: O=C1NN=C(C2=CC=CC=C12)OC=1C=C(C(=O)O)C=CC1 (3-(4-oxo-3,4-dihydro-phthalazin-1-yl-oxyl)benzoic acid), white solid. The yield is 99.0%. As a reaction SMILES: [O:1]=[C:2]1[C:11]2[C:6](=[CH:7][CH:8]=[CH:9][CH:10]=2)[C:5]([O:12][C:13]2[CH:14]=[C:15]([CH:21]=[CH:22][CH:23]=2)[C:16]([O:18]CC)=[O:17])=[N:4][NH:3]1.Cl>[OH-].[K+]>[O:1]=[C:2]1[C:11]2[C:6](=[CH:7][CH:8]=[CH:9][CH:10]=2)[C:5]([O:12][C:13]2[CH:14]=[C:15]([CH:21]=[CH:22][CH:23]=2)[C:16]([OH:18])=[O:17])=[N:4][NH:3]1 |f:2.3|. Reported procedure: Ethyl 3-((4-oxo-3,4-dihydrophthalazin-1-yl)oxy)benzoate (2d) (1 g, 3.2 mmol) obtained in the last step was dissolved in 1M potassium hydroxide solution, stirred for two hours at room temperature, and then concentrated hydrochloric acid was added dropwise to adjust pH=3, stirred for two hours at room temperature, filtrated to give a white solid intermediate 3-(4-oxo-3,4-dihydro-phthalazin-1-yl-oxyl)benzoic acid (2e), 893 mg white solid (yield 99%). 1H NMR (600 MHz, DMSO-d6): δ 11.96 (s, 1H), 8.26... The reactants are C1(CCCCC1)=O (Cyclohexanone), C(C)(=O)O[BH-](OC(C)=O)OC(C)=O.[Na+] (sodium triacetoxyborohydride), NC1=C(C(=O)OC)C=C(C=C1)Cl (methyl 2-amino-5-chlorobenzoate). The solvent is ClCCCl.C(C)(=O)O (1,2-dichloroethane acetic acid). The product is ClC=1C=CC(=C(C(=O)OC)C1)NC1CCCCC1 (methyl 5-chloro-2-(cyclohexylamino)benzoate). As a reaction SMILES: [C:1]1(=O)[CH2:6][CH2:5][CH2:4][CH2:3][CH2:2]1.C(O[BH-](OC(=O)C)OC(=O)C)(=O)C.[Na+].[NH2:22][C:23]1[CH:32]=[CH:31][C:30]([Cl:33])=[CH:29][C:24]=1[C:25]([O:27][CH3:28])=[O:26]>ClCCCl.C(O)(=O)C>[Cl:33][C:30]1[CH:31]=[CH:32][C:23]([NH:22][CH:1]2[CH2:6][CH2:5][CH2:4][CH2:3][CH2:2]2)=[C:24]([CH:29]=1)[C:25]([O:27][CH3:28])=[O:26] |f:1.2,4.5|. Procedure details: Cyclohexanone and sodium triacetoxyborohydride were added to a 1,2-dichloroethane-acetic acid solution of methyl 2-amino-5-chlorobenzoate, followed by stirring at room temperature. By post-treating the reaction liquid, methyl 5-chloro-2-(cyclohexylamino)benzoate was obtained.